This data is from the Open Reaction Database (ORD), a public repository of structured organic reaction records. The task is: describe an organic reaction: reactants, conditions, products, and yield The reactants are FC(C=1C=C(C=CC1)C=1C=CC(NN1)=O)(F)F (6-[3-(trifluoromethyl)phenyl]pyridazin-3(2H)-one), IC1=CC=NN1C1=CC=CC=C1 (5-iodo-1-phenyl-1H-pyrazole), C([O-])([O-])=O.[K+].[K+] (potassium carbonate), Cl (hydrochloric acid). Reagents/catalysts: [Cu] (copper). Run in N1=CC=CC=C1 (pyridine). Product: C1(=CC=CC=C1)N1N=CC=C1N1N=C(C=CC1=O)C1=CC(=CC=C1)C(F)(F)F (2-(1-phenyl-1H-pyrazol-5-yl)-6-[3-(trifluoromethyl)phenyl]pyridazin-3(2H)-one). The yield is 14.8%. RXN SMILES: [F:1][C:2]([F:17])([F:16])[C:3]1[CH:4]=[C:5]([C:9]2[CH:10]=[CH:11][C:12](=[O:15])[NH:13][N:14]=2)[CH:6]=[CH:7][CH:8]=1.I[C:19]1[N:23]([C:24]2[CH:29]=[CH:28][CH:27]=[CH:26][CH:25]=2)[N:22]=[CH:21][CH:20]=1.C(=O)([O-])[O-].[K+].[K+].Cl>N1C=CC=CC=1.[Cu]>[C:24]1([N:23]2[C:19]([N:13]3[C:12](=[O:15])[CH:11]=[CH:10][C:9]([C:5]4[CH:6]=[CH:7][CH:8]=[C:3]([C:2]([F:1])([F:16])[F:17])[CH:4]=4)=[N:14]3)=[CH:20][CH:21]=[N:22]2)[CH:25]=[CH:26][CH:27]=[CH:28][CH:29]=1 |f:2.3.4|. Procedure details: A suspension of 6-[3-(trifluoromethyl)phenyl]pyridazin-3(2H)-one (240 mg), 5-iodo-1-phenyl-1H-pyrazole (540 mg), copper powder (64 mg) and potassium carbonate (415 mg) in pyridine (5 mL) was heated under reflux for 24 hr. The reaction mixture was poured into 1M hydrochloric acid, and the mixture was extracted with ethyl acetate. The extract was washed with saturated brine, dried over anhydrous magnesium sulfate, and concentrated under reduced pressure. The residue was purified by silica gel colu... Starting materials: C1(=CC=CC=C1)C (toluene), C1(=CC=CC=C1)C1(CCCCC1)N (1-phenylcyclohexylamine), CC(C(=O)Cl)(C)C (trimethylacetyl chloride). Run in N1=CC=CC=C1 (pyridine). Reaction conditions: time 3 hour. Yields the product C1(=CC=CC=C1)C1(CCCCC1)NC(C(C)(C)C)=O (N-(1-phenylcyclohexyl)trimethylacetamide). The yield is 63.3%. Reaction SMILES: C1(C)C=CC=CC=1.[C:8]1([C:14]2([NH2:20])[CH2:19][CH2:18][CH2:17][CH2:16][CH2:15]2)[CH:13]=[CH:12][CH:11]=[CH:10][CH:9]=1.[CH3:21][C:22]([CH3:27])([CH3:26])[C:23](Cl)=[O:24]>N1C=CC=CC=1>[C:8]1([C:14]2([NH:20][C:23](=[O:24])[C:22]([CH3:27])([CH3:26])[CH3:21])[CH2:19][CH2:18][CH2:17][CH2:16][CH2:15]2)[CH:13]=[CH:12][CH:11]=[CH:10][CH:9]=1. Reported procedure: Into a 200 ml four-necked flask, there were charged toluene (150 ml), 1-phenylcyclohexylamine (10.5 g) and pyridine (5.2 g), and trimethylacetyl chloride (7.2 g) was dropwise added thereto while stirring at room temperature. Stirring was continued for 3 hours. After completion of the reaction, the reaction mixture was washed with water to remove pyridine hydrochloride. The toluene layer was dried over anhydrous sodium sulfate, and the solvent was distilled off under reduced pressure. The residue... Starting materials: O=C([O-])[O-], C1CCCNCC1, CS(C)=O, N#Cc1ccc(F)c2ccccc12, [K+], [K+], O. Yields the product N#Cc1ccc(N2CCCCCC2)c2ccccc12. RXN SMILES: [C:21](=[O:22])([O-:23])[O-:24].[CH2:14]1[CH2:15][CH2:16][CH2:17][NH:18][CH2:19][CH2:20]1.[CH3:27][S:28]([CH3:29])=[O:30].[F:1][c:2]1[cH:3][cH:4][c:5]([C:12]#[N:13])[c:6]2[cH:7][cH:8][cH:9][cH:10][c:11]12.[K+:25].[K+:26].[OH2:31]>>[c:2]1([N:18]2[CH2:17][CH2:16][CH2:15][CH2:14][CH2:20][CH2:19]2)[cH:3][cH:4][c:5]([C:12]#[N:13])[c:6]2[cH:7][cH:8][cH:9][cH:10][c:11]12. The reactants are Compound 13, ClC1=CC=C(C2=CC=C(C=C2C2=NC3=CC=C(C=C3C=C2)C2=NC3=C(N2C2CCCCC2)C=CC(=C3)C(=O)O)C(=O)N3CCCC3)C=C1 (2-{2-[4′-Chloro-4-(pyrrolidine-1-carbonyl)-biphen-2-yl]-quinolin-6-yl}-1-cyclohexyl-1H-benzoimidazole-5-carboxylic acid), BrC1=C(C=CC=C1)C(C)=O (2′-bromoacetophenon), C(C)OC(C1=CC(=C(C=C1)NC1CCCCC1)NC(=O)C=1C=C2C=CC(=NC2=CC1)C1=CC(=CC=C1C1=CC=C(C=C1)Cl)C(=O)N1CCCC1)=O (3-({2-[4′-Chloro-4-(pyrrolidine-1-carbonyl)-biphen-2-yl]-quinoline-6-carbonyl}-amino)-4-cyclohexylamino-benzoic acid ethyl ester), Compound 27, C(C)(=O)C1=CC=CC=C1 (acetophenone). The product is BrC1=C(C=CC=C1)C1=NC2=CC=C(C=C2C=C1)C1=NC2=C(N1C1CCCCC1)C=CC(=C2)C(=O)O (2-[2-(2-bromo-phenyl)-quinolin-6-yl]-1-cyclohexyl-1H-benzoimidazole-5-carboxylic acid). As a reaction SMILES: C(OC(=O)C1C=CC(NC2CCCCC2)=C(NC(C2C=C3C(=CC=2)N=C(C2C(C4C=CC(Cl)=CC=4)=CC=C(C(N4CCCC4)=O)C=2)C=C3)=O)C=1)C.ClC1C=CC([C:57]2[C:62]([C:63]3[CH:72]=[CH:71][C:70]4[C:65](=[CH:66][CH:67]=[C:68]([C:73]5[N:77]([CH:78]6[CH2:83][CH2:82][CH2:81][CH2:80][CH2:79]6)[C:76]6[CH:84]=[CH:85][C:86]([C:88]([OH:90])=[O:89])=[CH:87][C:75]=6[N:74]=5)[CH:69]=4)[N:64]=3)=[CH:61][C:60](C(N3CCCC3)=O)=[CH:59][CH:58]=2)=CC=1.[Br:100]C1C=CC=CC=1C(=O)C.C(C1C=CC=CC=1)(=O)C>>[Br:100][C:57]1[CH:58]=[CH:59][CH:60]=[CH:61][C:62]=1[C:63]1[CH:72]=[CH:71][C:70]2[C:65](=[CH:66][CH:67]=[C:68]([C:73]3[N:77]([CH:78]4[CH2:83][CH2:82][CH2:81][CH2:80][CH2:79]4)[C:76]4[CH:84]=[CH:85][C:86]([C:88]([OH:90])=[O:89])=[CH:87][C:75]=4[N:74]=3)[CH:69]=2)[N:64]=1. Reported procedure: The title compound was synthesized in four steps as described for Compound 13, Compound 25, Compound 27 Q=ethyl and Compound 204, respectively, except 2′-bromoacetophenon was used in the first step instead of acetophenone.